Dataset: the Open Reaction Database (ORD), a public repository of structured organic reaction records. Task: describe an organic reaction: reactants, conditions, products, and yield Starting materials: N1=C(C=CC=C1)C(=O)O (picolinic acid), NC1=NC=CC=C1C1=CC=C(C=C1)O (4-(2-aminopyridin-3-yl)phenol), P(=O)([O-])([O-])[O-].[K+].[K+].[K+] (tripotassium phosphate), IC1=CC=C(C=C1)C (1-iodo-4-methylbenzene). Reagents/catalysts: [Cu]I (Copper(I) iodide). Run in CS(=O)C (DMSO). Reaction conditions: temperature 130 celsius, time 4.5 hour. The product is CC1=CC=C(OC2=CC=C(C=C2)C=2C(=NC=CC2)N)C=C1 (3-(4-(4-methylphenoxy)phenyl)pyridin-2-amine). The yield is 59.0%. RXN SMILES: N1C=CC=CC=1C(O)=O.[NH2:10][C:11]1[C:16]([C:17]2[CH:22]=[CH:21][C:20]([OH:23])=[CH:19][CH:18]=2)=[CH:15][CH:14]=[CH:13][N:12]=1.P([O-])([O-])([O-])=O.[K+].[K+].[K+].I[C:33]1[CH:38]=[CH:37][C:36]([CH3:39])=[CH:35][CH:34]=1>[Cu]I.CS(C)=O>[CH3:39][C:36]1[CH:37]=[CH:38][C:33]([O:23][C:20]2[CH:21]=[CH:22][C:17]([C:16]3[C:11]([NH2:10])=[N:12][CH:13]=[CH:14][CH:15]=3)=[CH:18][CH:19]=2)=[CH:34][CH:35]=1 |f:2.3.4.5|. Procedure details: Copper(I) iodide (0.507 g) was added to a mixture of picolinic acid (0.328 g), 4-(2-aminopyridin-3-yl)phenol (2.48 g), tripotassium phosphate (8.48 g), 1-iodo-4-methylbenzene (3.19 g) and DMSO (150 mL). The mixture was stirred at 130° C. under nitrogen for 4.5 hr. The insoluble solid was removed by filtration through NH-silica gel/Celite pad (eluted with EtOAc). Water was added and the mixture was extracted. The extracted organic layer was washed with brine. Silica-gel was added to the organic p... Reactants: COc1ccc2c(c1)C(Cc1ccccc1)C(=O)CC2, CCO, Cl, NO. As a reaction SMILES: [CH2:1]([c:2]1[cH:3][cH:4][cH:5][cH:6][cH:7]1)[CH:8]1[C:9](=[O:20])[CH2:10][CH2:11][c:12]2[cH:13][cH:14][c:15]([O:18][CH3:19])[cH:16][c:17]21.[CH3:24][CH2:25][OH:26].[ClH:21].[NH2:22][OH:23]>>[CH2:1]([c:2]1[cH:3][cH:4][cH:5][cH:6][cH:7]1)[CH:8]1[C:9](=[N:22][OH:23])[CH2:10][CH2:11][c:12]2[cH:13][cH:14][c:15]([O:18][CH3:19])[cH:16][c:17]21. Yields the product COc1ccc2c(c1)C(Cc1ccccc1)C(=NO)CC2. The product is C(C)(C)(C)OC(NCCC1=CC=C(C=C1)OC1=CC=C(C=C1)S(=O)(=O)N=[N+]=[N-])=O ({2-[4-(4-Azidosulfonylphenoxy)phenyl]ethyl}carbamic acid tert-butyl ester). As a reaction SMILES: [C:1]([O:5][C:6](=[O:17])[NH:7][CH2:8][CH2:9][C:10]1[CH:15]=[CH:14][C:13]([OH:16])=[CH:12][CH:11]=1)([CH3:4])([CH3:3])[CH3:2].[H-].[Na+].F[C:21]1[CH:26]=[CH:25][C:24]([S:27]([N:30]=[N+:31]=[N-:32])(=[O:29])=[O:28])=[CH:23][CH:22]=1.C(OC(=O)NCCC1C=CC(OS(C2C=CC(F)=CC=2)(=O)=O)=CC=1)(C)(C)C>CN(C=O)C>[C:1]([O:5][C:6](=[O:17])[NH:7][CH2:8][CH2:9][C:10]1[CH:15]=[CH:14][C:13]([O:16][C:21]2[CH:26]=[CH:25][C:24]([S:27]([N:30]=[N+:31]=[N-:32])(=[O:29])=[O:28])=[CH:23][CH:22]=2)=[CH:12][CH:11]=1)([CH3:4])([CH3:2])[CH3:3] |f:1.2|. Procedure: Dissolve [2-(4-hydroxyphenyl)ethyl]carbamic acid tert-butyl ester (0.594 g, 2.50 mmol) in DMF (12.5 mL). Add NaH (80% in mineral oil) (0.083 g, 2.75 mmol). Stir at room temperature for 30 minutes. Add 4-fluorobenzenesulfonyl azide (0.504 g, 2.50 mmol) and heat to 60° C. Remove DMF as an azeotrope with xylenes after 3.75 hours. Purify by flash 40 chromatography, eluting with 30% ethyl acetate in hexanes to give a mixture of (2-(4-(4-fluorobenzenesulfonyl)oxyphenyl)ethyl)carbamic acid tert-butyl e... Reaction conditions: time 30 minute. Reactants: xylenes, C(C)(C)(C)OC(NCCC1=CC=C(C=C1)OS(=O)(=O)C1=CC=C(C=C1)F)=O ((2-(4-(4-fluorobenzenesulfonyl)oxyphenyl)ethyl)carbamic acid tert-butyl ester), C(C)(C)(C)OC(NCCC1=CC=C(C=C1)O)=O ([2-(4-hydroxyphenyl)ethyl]carbamic acid tert-butyl ester), [H-].[Na+] (NaH), FC1=CC=C(C=C1)S(=O)(=O)N=[N+]=[N-] (4-fluorobenzenesulfonyl azide). Run in CN(C)C=O (DMF), CN(C)C=O (DMF).